This data is from the Open Reaction Database (ORD), a public repository of structured organic reaction records. The task is: describe an organic reaction: reactants, conditions, products, and yield Starting materials: C(=O)(OC(C)(C)C)N(C1CCC(CC1)N(C(=O)C1=C(C2=C(S1)C=CC=C2)Cl)CC=2C=C(C=CC2OC)B(O)O)C (3-{[[4-(BOC-methyl-amino)-cyclohexyl]-(3-chlorobenzo[b]thiophene-2-carbonyl)-amino]-methyl}-4-methoxy-benzene boronic acid), BrC1=CC=C(C=C1)CO ((4-bromophenyl)-methanol). The product is ClC=1C2=C(SC1C(=O)N(C1CCC(CC1)N(C(OC(C)(C)C)=O)C)CC=1C=C(C=CC1OC)C1=CC=C(C=C1)CO)C=CC=C2 (tert-Butyl {4-[(3-chloro-benzo[b]thiophene-2-carbonyl)-(4′-hydroxymethyl-4-methoxy-biphenyl-3-ylmethyl)-amino]-cyclohexyl}-methyl-carbamate). Reaction SMILES: [C:1]([N:8]([CH3:40])[CH:9]1[CH2:14][CH2:13][CH:12]([N:15]([CH2:28][C:29]2[CH:30]=[C:31](B(O)O)[CH:32]=[CH:33][C:34]=2[O:35][CH3:36])[C:16]([C:18]2[S:22][C:21]3[CH:23]=[CH:24][CH:25]=[CH:26][C:20]=3[C:19]=2[Cl:27])=[O:17])[CH2:11][CH2:10]1)([O:3][C:4]([CH3:7])([CH3:6])[CH3:5])=[O:2].Br[C:42]1[CH:47]=[CH:46][C:45]([CH2:48][OH:49])=[CH:44][CH:43]=1>>[Cl:27][C:19]1[C:20]2[CH:26]=[CH:25][CH:24]=[CH:23][C:21]=2[S:22][C:18]=1[C:16]([N:15]([CH2:28][C:29]1[CH:30]=[C:31]([C:42]2[CH:47]=[CH:46][C:45]([CH2:48][OH:49])=[CH:44][CH:43]=2)[CH:32]=[CH:33][C:34]=1[O:35][CH3:36])[CH:12]1[CH2:11][CH2:10][CH:9]([N:8]([CH3:40])[C:1](=[O:2])[O:3][C:4]([CH3:7])([CH3:5])[CH3:6])[CH2:14][CH2:13]1)=[O:17]. Procedure: Boronic acid 5 (210 mg, 0.36 mmol) is coupled to (4-bromophenyl)-methanol (80 mg, 0.43 mmol) using Method B to give the title compound. The reactants are O=C(n1ccnc1)n1ccnc1, COC(=O)NCCOC(c1cccc(F)c1)C1CCCNC1, CCN(C(C)C)C(C)C, ClCCl, CN(CC(N)CC1CCCOC1)C(=O)OCC[Si](C)(C)C. The product is COC(=O)NCCOC(c1cccc(F)c1)C1CCCN(C(=O)NC(CC2CCCOC2)CN(C)C(=O)OCC[Si](C)(C)C)C1. Reaction SMILES: [C:22](=[O:23])([n:24]1[cH:25][cH:26][n:27][cH:28]1)[n:29]1[cH:30][cH:31][n:32][cH:33]1.[CH3:43][O:44][C:45]([NH:46][CH2:47][CH2:48][O:49][CH:50]([CH:51]1[CH2:52][NH:53][CH2:54][CH2:55][CH2:56]1)[c:57]1[cH:58][c:59]([F:63])[cH:60][cH:61][cH:62]1)=[O:64].[CH:34]([N:35]([CH2:36][CH3:37])[CH:38]([CH3:39])[CH3:40])([CH3:41])[CH3:42].[Cl:65][CH2:66][Cl:67].[NH2:1][CH:2]([CH2:3][N:4]([C:5]([O:6][CH2:7][CH2:8][Si:9]([CH3:10])([CH3:11])[CH3:12])=[O:13])[CH3:14])[CH2:15][CH:16]1[CH2:17][O:18][CH2:19][CH2:20][CH2:21]1>>[NH:1]([CH:2]([CH2:3][N:4]([C:5]([O:6][CH2:7][CH2:8][Si:9]([CH3:10])([CH3:11])[CH3:12])=[O:13])[CH3:14])[CH2:15][CH:16]1[CH2:17][O:18][CH2:19][CH2:20][CH2:21]1)[C:22](=[O:23])[N:53]1[CH2:52][CH:51]([CH:50]([O:49][CH2:48][CH2:47][NH:46][C:45]([O:44][CH3:43])=[O:64])[c:57]2[cH:58][c:59]([F:63])[cH:60][cH:61][cH:62]2)[CH2:56][CH2:55][CH2:54]1. The reactants are C(C)(C)(C)NC(=O)NCC=1C=C(C(=CC1)OCOCCOC)C1=C(C(=CC=C1)C=O)OCOCCOC (1-tert-Butyl-3-[3′-formyl-6,2′-bis-(2-methoxyethoxymethoxy)-biphenyl-3-ylmethyl]-urea), Cl.NC=1C(=C(C(=N)N)C=CC1)N (diaminobenzamidine hydrochloride), C1(C=CC(C=C1)=O)=O (1,4-benzoquinone). Solvent: CO (methanol). Conditions: temperature 60 celsius, time 2 hour. Yields the product N1C=NC2=C1C=CC(=C2)C(=N)N (1H-benzoimidazole-5-carboxamidine). RXN SMILES: [C:1]([NH:5]C(NCC1C=C(C2C=CC=C(C=O)C=2OCOCCOC)C(OCOCCOC)=CC=1)=O)(C)(C)C.Cl.[NH2:39][C:40]1[C:41](N)=[C:42]([CH:46]=[CH:47][CH:48]=1)[C:43]([NH2:45])=[NH:44].C1(=O)C=CC(=O)C=C1>CO>[NH:5]1[C:48]2[CH:47]=[CH:46][C:42]([C:43]([NH2:45])=[NH:44])=[CH:41][C:40]=2[N:39]=[CH:1]1 |f:1.2|. Procedure details: 1-tert-Butyl-3-[3′-formyl-6,2′-bis-(2-methoxyethoxymethoxy)-biphenyl-3-ylmethyl]-urea (0.6 g, 1.15 mmol), prepared as in Reference 19, diaminobenzamidine hydrochloride (0.3 g, 1.6 mmol) and 1,4-benzoquinone (0.124 g, 1.15 mmol) were combined in methanol (15 mL) and the mixture was heated at 60° C. and stirred for 2 hours. The mixture was cooled to room temperature and the solvent was removed by evaporation to yield 2-[5′-3-tert-butylureidomethyl)-2,2′- bis-(2-methoxyethoxymethoxy)-biphenyl-3-yl]... The reactants are C1(CCC1)NC=1C2=C(N=C(N1)NC1=CC=C(C=C1)S(=O)(=O)N1CCC(CC1)O)NC=C2 (1-(4-(4-(cyclobutylamino)-7H-pyrrolo[2,3-d]pyrimidin-2-ylamino)phenylsulfonyl)piperidin-4-ol), COC(N(C)C1=CC=C(C=C1)N)=O (Methyl-4-aminophenyl(methyl)carbamate), ClC=1N=C(C2=C(N1)NC=C2)NC2CC2 (2-chloro-N-cyclopropyl-7H-pyrrolo[2,3-d]pyrimidin-4-amine). Product: C1(CCC1)NC=1C2=C(N=C(N1)NC1=CC=C(C=C1)N(C(OC)=O)C)NC=C2 (methyl 4-(4-(cyclobutylamino)-7H-pyrrolo[2,3-d]pyrimidin-2-ylamino)phenyl(methyl)carbamate). As a reaction SMILES: [CH:1]1([NH:5][C:6]2[C:7]3[CH:31]=[CH:30][NH:29][C:8]=3[N:9]=[C:10]([NH:12][C:13]3[CH:18]=[CH:17][C:16](S(N4CCC(O)CC4)(=O)=O)=[CH:15][CH:14]=3)[N:11]=2)[CH2:4][CH2:3][CH2:2]1.[CH3:32][O:33][C:34](=[O:44])[N:35](C1C=CC(N)=CC=1)[CH3:36].ClC1N=C(NC2CC2)C2C=CNC=2N=1>>[CH:1]1([NH:5][C:6]2[C:7]3[CH:31]=[CH:30][NH:29][C:8]=3[N:9]=[C:10]([NH:12][C:13]3[CH:18]=[CH:17][C:16]([N:35]([CH3:36])[C:34](=[O:44])[O:33][CH3:32])=[CH:15][CH:14]=3)[N:11]=2)[CH2:4][CH2:3][CH2:2]1. Procedure: According to the general procedure for synthesis of 1-(4-(4-(cyclobutylamino)-7H-pyrrolo[2,3-d]pyrimidin-2-ylamino)phenylsulfonyl)piperidin-4-ol, Methyl-4-aminophenyl(methyl)carbamate and 2-chloro-N-cyclopropyl-7H-pyrrolo[2,3-d]pyrimidin-4-amine gave methyl 4-(4-(cyclobutylamino)-7H-pyrrolo[2,3-d]pyrimidin-2-ylamino)phenyl(methyl)carbamate (MS calcd for C18H20N6O2 352.2. found [MH] 353.0; UV 227.5, 292.6 nm). Reactants: FC1=C(C(=O)OC)C=CC(=C1)OC (methyl 2-fluoro-4-methoxybenzoate), C(C)#N (acetonitrile), C(=O)C1=CC=C(C=C1)N1CCN(CC1)C(=O)OC(C)(C)C (tert-butyl 4-(4-formylphenyl)piperazine-1-carboxylate), NC1=CC(=NN1)NC(OC(C)(C)C)=O (tert-butyl 5-amino-1H-pyrazol-3-ylcarbamate). The product is C(C)(C)(C)OC(=O)NC1=NNC=2NC(=C(C(C21)C2=CC=C(C=C2)N2CCN(CC2)C(=O)OC(C)(C)C)C#N)C2=C(C=C(C=C2)OC)F (tert-butyl 4-(4-(3-(tert-butoxycarbonylamino)-5-cyano-6-(2-fluoro-4-methoxyphenyl)-4,7-dihydro-1H-pyrazolo[3,4-b]pyridine-4-yl)phenyl)piperazine-1-carboxylate). The yield is 66.0%. As a reaction SMILES: [F:1][C:2]1[CH:11]=[C:10]([O:12][CH3:13])[CH:9]=[CH:8][C:3]=1[C:4](OC)=O.[CH:14]([C:16]1[CH:21]=[CH:20][C:19]([N:22]2[CH2:27][CH2:26][N:25]([C:28]([O:30][C:31]([CH3:34])([CH3:33])[CH3:32])=[O:29])[CH2:24][CH2:23]2)=[CH:18][CH:17]=1)=O.[NH2:35][C:36]1[NH:40][N:39]=[C:38]([NH:41][C:42](=[O:48])[O:43][C:44]([CH3:47])([CH3:46])[CH3:45])[CH:37]=1.[C:49](#[N:51])[CH3:50]>>[C:44]([O:43][C:42]([NH:41][C:38]1[C:37]2[CH:14]([C:16]3[CH:21]=[CH:20][C:19]([N:22]4[CH2:27][CH2:26][N:25]([C:28]([O:30][C:31]([CH3:34])([CH3:33])[CH3:32])=[O:29])[CH2:24][CH2:23]4)=[CH:18][CH:17]=3)[C:50]([C:49]#[N:51])=[C:4]([C:3]3[CH:8]=[CH:9][C:10]([O:12][CH3:13])=[CH:11][C:2]=3[F:1])[NH:35][C:36]=2[NH:40][N:39]=1)=[O:48])([CH3:45])([CH3:47])[CH3:46]. Reported procedure: To a solution of 1 g (5.18 mmol) of methyl 2-fluoro-4-methoxybenzoate in 20 ml of acetonitrile are respectively added 1.62 g (5.18 mmol) of tert-butyl 4-(4-formylphenyl)piperazine-1-carboxylate and 1.11 g (5.18 mmol) of tert-butyl 5-amino-1H-pyrazol-3-ylcarbamate. The reaction mixture is refluxed for 8 h. The solution is brought to room temperature, then the solid is filtered and rinsed several times with acetonitrile to yield 2.22 g (66%) of tert-butyl 4-(4-(3-(tert-butoxycarbonylamino)-5-cyano... The reactants are ClC=1C=C(C=2N(N1)C=CN2)NC2=CC=C(C=N2)N2[C@H](CN(CC2)C(=O)OC(C)(C)C)C ((S)-tert-Butyl 4-(6-(6-Chloroimidazo[1,2-b]pyridazin-8-ylamino)pyridin-3-yl)-3-methylpiperazine-1-carboxylate), Br.CC(=O)O (HBr AcOH). Conditions: temperature 150 celsius. The product is Br.BrC=1C=C(C=2N(N1)C=CN2)NC2=NC=C(C=C2)N2[C@H](CNCC2)C ((S)-6-Bromo-N-(5-(2-methylpiperazin-1-yl)pyridin-2-yl)imidazo[1,2-b]pyridazin-8-amine hydrobromide). Yield: 65.0%. As a reaction SMILES: Cl[C:2]1[CH:3]=[C:4]([NH:11][C:12]2[N:17]=[CH:16][C:15]([N:18]3[CH2:23][CH2:22][N:21](C(OC(C)(C)C)=O)[CH2:20][C@@H:19]3[CH3:31])=[CH:14][CH:13]=2)[C:5]2[N:6]([CH:8]=[CH:9][N:10]=2)[N:7]=1.[BrH:32].CC(O)=O>>[BrH:32].[Br:32][C:2]1[CH:3]=[C:4]([NH:11][C:12]2[CH:13]=[CH:14][C:15]([N:18]3[CH2:23][CH2:22][NH:21][CH2:20][C@@H:19]3[CH3:31])=[CH:16][N:17]=2)[C:5]2[N:6]([CH:8]=[CH:9][N:10]=2)[N:7]=1 |f:1.2,3.4|. Procedure: An autoclave was charged with 115c (1.60 g, 3.6 mmol) and HBr/AcOH (60 mL). It was heated at 150° C. for 18 h. The reaction mixture was concentrated under reduced pressure to give black oil. The oil was recrystallized with methanol (30 mL)/dichloromethane (30 mL)/petroleum ether (90 mL) to afford 115d as a yellow solid (1.1 g, 65%). MS-ESI: [M+H]+ 388.1 Starting materials: C1(CCCC1)OC=1C=C(C=CC1OC)C1CC(NC(C1)=O)=O (4(3-cyclopentyloxy-4-methoxyphenyl)-2,6-piperidinedione), [H-].[Al+3].[Li+].[H-].[H-].[H-] (lithium aluminum hydride). The solvent is C1CCOC1 (THF). Product: C1(CCCC1)OC=1C=C(C=CC1OC)C1CCNCC1 (4-(3-cyclopentyloxy-4-methoxyphenyl)piperidine), solid. Yield: 82.0%. Reaction SMILES: [CH:1]1([O:6][C:7]2[CH:8]=[C:9]([CH:15]3[CH2:20][C:19](=O)[NH:18][C:17](=O)[CH2:16]3)[CH:10]=[CH:11][C:12]=2[O:13][CH3:14])[CH2:5][CH2:4][CH2:3][CH2:2]1.[H-].[Al+3].[Li+].[H-].[H-].[H-]>C1COCC1>[CH:1]1([O:6][C:7]2[CH:8]=[C:9]([CH:15]3[CH2:16][CH2:17][NH:18][CH2:19][CH2:20]3)[CH:10]=[CH:11][C:12]=2[O:13][CH3:14])[CH2:5][CH2:4][CH2:3][CH2:2]1 |f:1.2.3.4.5.6|. Procedure: Following the procedure of Nacci et al, Vide Supra, reaction of 4(3-cyclopentyloxy-4-methoxyphenyl)-2,6-piperidinedione (12 mmol, 3.65 g) and lithium aluminum hydride (120 mmol, 4.56 g) in dry THF (240 mL) afforded the title compound as a light yellow waxy solid (2.71 g, 82%) of sufficient purity for subsequent transformations. Reactants: Cl, [Na+], [OH-], O, O=C(N1CCC(c2ccc(S(=O)(=O)Nc3ccncn3)cc2)CC1)C(F)(F)F. Product: O=S(=O)(Nc1ccncn1)c1ccc(C2CCNCC2)cc1. RXN SMILES: [ClH:31].[Na+:30].[OH-:29].[OH2:32].[n:1]1[cH:2][n:3][c:4]([NH:7][S:8](=[O:9])(=[O:10])[c:11]2[cH:12][cH:13][c:14]([CH:17]3[CH2:18][CH2:19][N:20]([C:23](=[O:24])[C:25]([F:26])([F:27])[F:28])[CH2:21][CH2:22]3)[cH:15][cH:16]2)[cH:5][cH:6]1>>[n:1]1[cH:2][n:3][c:4]([NH:7][S:8](=[O:9])(=[O:10])[c:11]2[cH:12][cH:13][c:14]([CH:17]3[CH2:18][CH2:19][NH:20][CH2:21][CH2:22]3)[cH:15][cH:16]2)[cH:5][cH:6]1. Reaction SMILES: [N:1]1[CH:6]=[CH:5][CH:4]=[C:3]([OH:7])[CH:2]=1.[H-].[Na+].[Cl:10][C:11]1[CH:16]=[C:15]([N+]([O-])=O)[CH:14]=[CH:13][N:12]=1>>[Cl:10][C:11]1[CH:16]=[C:15]([O:7][C:3]2[CH:2]=[N:1][CH:6]=[CH:5][CH:4]=2)[CH:14]=[CH:13][N:12]=1 |f:1.2|. Yield: 96.0%. Product: ClC1=NC=CC(=C1)OC=1C=NC=CC1 (2-chloro-4-(pyridin-3-yloxy)pyridine). Starting materials: N1=CC(=CC=C1)O (pyridin-3-ol), ClC1=NC=CC(=C1)[N+](=O)[O-] (2-chloro-4-nitropyridine), [H-].[Na+] (sodium hydride), oil. Reported procedure: Using the method of Example 3, Step A, pyridin-3-ol (0.450 g, 4.73 mmol), 60% sodium hydride in mineral oil (189 mg, 4.73 mmol), and 2-chloro-4-nitropyridine (0.750 g, 4.73 mmol) were reacted to provide 2-chloro-4-(pyridin-3-yloxy)pyridine (0.938 g, 96% yield) as a clear oil. 1H NMR (CDCl3) δ 8.57 (d, 1H), 8.49 (d, 1H), 8.28 (d, 1H), 7.39-7.48 (m, 2H), 6.86 (s, 1H), 6.82 (d, 1H).